Dataset: the Open Reaction Database (ORD), a public repository of structured organic reaction records. Task: describe an organic reaction: reactants, conditions, products, and yield Starting materials: CS(C)=O, ClCc1ccccc1Cl, OC(Cn1cncn1)c1ccc(Cl)cc1Cl, [H-], O=[N+]([O-])O, [Na+], O, c1ccccc1. Product: Clc1ccc(C(Cn2cncn2)OCc2ccccc2Cl)c(Cl)c1. Reaction SMILES: [CH3:32][S:33](=[O:34])[CH3:35].[Cl:21][c:22]1[c:23]([CH2:28][Cl:29])[cH:24][cH:25][cH:26][cH:27]1.[Cl:5][c:6]1[c:7]([CH:13]([CH2:14][n:15]2[n:16][cH:17][n:18][cH:19]2)[OH:20])[cH:8][cH:9][c:10]([Cl:12])[cH:11]1.[H-:30].[N+:1]([O-:2])([OH:3])=[O:4].[Na+:31].[OH2:36].[cH:37]1[cH:38][cH:39][cH:40][cH:41][cH:42]1>>[Cl:5][c:6]1[c:7]([CH:13]([CH2:14][n:15]2[n:16][cH:17][n:18][cH:19]2)[O:20][CH2:28][c:23]2[c:22]([Cl:21])[cH:27][cH:26][cH:25][cH:24]2)[cH:8][cH:9][c:10]([Cl:12])[cH:11]1. Reactants: N#Cc1ccccc1Br, CO, Cc1ccccc1, Cc1ccc(B(O)O)cc1, Cl[Pd]Cl, [Na+], [Na+], O=C([O-])[O-]. Yields the product Cc1ccc(-c2ccccc2C#N)cc1. As a reaction SMILES: [Br:17][c:18]1[c:19]([C:20]#[N:21])[cH:22][cH:23][cH:24][cH:25]1.[CH3:26][OH:27].[CH3:31][c:32]1[cH:33][cH:34][cH:35][cH:36][cH:37]1.[CH3:7][c:8]1[cH:9][cH:10][c:11]([B:14]([OH:15])[OH:16])[cH:12][cH:13]1.[Cl:28][Pd:29][Cl:30].[Na+:1].[Na+:2].[O-:3][C:4](=[O:5])[O-:6]>>[CH3:7][c:8]1[cH:9][cH:10][c:11](-[c:18]2[c:19]([C:20]#[N:21])[cH:22][cH:23][cH:24][cH:25]2)[cH:12][cH:13]1. Reactants: CC1=C(N=CN1)CN1C(N2C(COC3=C2C=CC=C3)C1)=O (2,3,3a,4-tetrahydro-2-(5-methyl-1H-imidazol-4-yl)methyl-1H-imidazo[5, 1-c] [1,4]benzoxazin-1-one), Cl (hydrochloric acid), C(C)OCC (Diethyl ether). The solvent is C(C)O (ethanol). Yields the product Cl.CC1=C(N=CN1)CN1C(N2C(COC3=C2C=CC=C3)C1)=O (2,3,3a,4-tetrahydro-2-(5-methyl-1H-imidazol-4-yl)methyl-1H-imidazo[5,1-c][1,4]benzoxazin-1-one hydrochloride). RXN SMILES: [CH3:1][C:2]1[NH:6][CH:5]=[N:4][C:3]=1[CH2:7][N:8]1[CH2:20][CH:11]2[CH2:12][O:13][C:14]3[CH:19]=[CH:18][CH:17]=[CH:16][C:15]=3[N:10]2[C:9]1=[O:21].[ClH:22].C(OCC)C>C(O)C>[ClH:22].[CH3:1][C:2]1[NH:6][CH:5]=[N:4][C:3]=1[CH2:7][N:8]1[CH2:20][CH:11]2[CH2:12][O:13][C:14]3[CH:19]=[CH:18][CH:17]=[CH:16][C:15]=3[N:10]2[C:9]1=[O:21] |f:4.5|. Procedure: To a solution of 2,3,3a,4-tetrahydro-2-(5-methyl-1H-imidazol-4-yl)methyl-1H-imidazo[5, 1-c] [1,4]benzoxazin-1-one (0.5 g; 0.00176 moles) in absolute ethanol (10 ml), an excess of a solution of hydrochloric acid is added. Diethyl ether is added, the precipitate is filtered to give 0.52 g of the title product as a white solid. Starting materials: N1C(=NC2=C1C=CC=C2)C=2C(=CC(=C(C=O)C2)OC)OC (5-(1H-benzoimidazol-2-yl)-2,4-dimethoxy-benzaldehyde), C(C)(=O)C1=CC=C(C(=O)O)C=C1 (4-acetylbenzoic acid). The product is N1C(=NC2=C1C=CC=C2)C=2C(=CC(=C(C2)/C=C/C(=O)C2=CC=C(C(=O)O)C=C2)OC)OC (4-{3E-[5-(1H-Benzoimidazol-2-yl)-2,4-dimethoxy-phenyl]-acryloyl}-benzoic acid). As a reaction SMILES: [NH:1]1[C:5]2[CH:6]=[CH:7][CH:8]=[CH:9][C:4]=2[N:3]=[C:2]1[C:10]1[C:11]([O:20][CH3:21])=[CH:12][C:13]([O:18][CH3:19])=[C:14]([CH:17]=1)[CH:15]=O.[C:22]([C:25]1[CH:33]=[CH:32][C:28]([C:29]([OH:31])=[O:30])=[CH:27][CH:26]=1)(=[O:24])[CH3:23]>>[NH:1]1[C:5]2[CH:6]=[CH:7][CH:8]=[CH:9][C:4]=2[N:3]=[C:2]1[C:10]1[C:11]([O:20][CH3:21])=[CH:12][C:13]([O:18][CH3:19])=[C:14](/[CH:15]=[CH:23]/[C:22]([C:25]2[CH:33]=[CH:32][C:28]([C:29]([OH:31])=[O:30])=[CH:27][CH:26]=2)=[O:24])[CH:17]=1. Reported procedure: The title compound was prepared by condensing 5-(1H-benzoimidazol-2-yl)-2,4-dimethoxy-benzaldehyde (Ex-70A) and 4-acetylbenzoic acid in a similar manner as described in Ex-3. Yellow solid, mp>240° C. (dec.). 1H-NMR (DMSO-d6) δ 8.72 (s, 1H), 12.10 (s, 1H), 8.18 (d, J=8.4 Hz, 2H), 8.08–8.02 (m, 3H), 7.80 (d, J=15.4 Hz, 1H), 7.59 (s, 2H), 7.17–7.13 (m, 2H), 6.89 (s, 1H), 4.10 (s, 3H), 4.03 (s, 3H). MS m/z=429 ([M+H]+, 100%). The reactants are CS(=O)(=O)Cl (methanesulfonyl chloride), BrC=1C=C(C=C(C1)F)CC(=O)OC (methyl (3-bromo-5-fluorophenyl)acetate), [Li+].C[Si](C)(C)[N-][Si](C)(C)C (LHMDS), ClC1=CC=C(C=C1)[C@@H](C=1C=C(C#N)C=CC1)N1CC(C1)=O (3-[(S)-(4-chlorophenyl)(3-oxoazetidin-1-yl)methyl]benzonitrile). The reagents and catalysts are CN(C)C=1C=CN=CC1 (DMAP). Run in C1CCOC1 (THF), C1CCOC1 (THF), O (water), CCOCC (ether). Run at time 30 minute. Yields the product BrC=1C=C(C=C(C1)F)C(C(=O)OC)=C1CN(C1)[C@H](C1=CC(=CC=C1)C#N)C1=CC=C(C=C1)Cl (Methyl (3-bromo-5-fluorophenyl){1-[(S)-(4-chlorophenyl)(3-cyanophenyl)methyl]azetidin-3-ylidene}acetate). Reaction SMILES: [Br:1][C:2]1[CH:3]=[C:4]([CH2:9][C:10]([O:12][CH3:13])=[O:11])[CH:5]=[C:6]([F:8])[CH:7]=1.[Li+].C[Si]([N-][Si](C)(C)C)(C)C.[Cl:24][C:25]1[CH:30]=[CH:29][C:28]([C@H:31]([N:40]2[CH2:43][C:42](=O)[CH2:41]2)[C:32]2[CH:33]=[C:34]([CH:37]=[CH:38][CH:39]=2)[C:35]#[N:36])=[CH:27][CH:26]=1.CS(Cl)(=O)=O>C1COCC1.CN(C1C=CN=CC=1)C.O.CCOCC>[Br:1][C:2]1[CH:3]=[C:4]([C:9](=[C:42]2[CH2:43][N:40]([C@@H:31]([C:28]3[CH:27]=[CH:26][C:25]([Cl:24])=[CH:30][CH:29]=3)[C:32]3[CH:39]=[CH:38][CH:37]=[C:34]([C:35]#[N:36])[CH:33]=3)[CH2:41]2)[C:10]([O:12][CH3:13])=[O:11])[CH:5]=[C:6]([F:8])[CH:7]=1 |f:1.2|. Procedure: To a solution of 14.55 g (58.87 mmol) of methyl (3-bromo-5-fluorophenyl)acetate in 200 mL of THF at −78° C., was added a solution of 56.80 mL (56.80 mmol) (1M in THF) of LHMDS. After the reaction mixture was stirred for 30 min., a solution of 15.60 g (52.57 mmol) of 3-[(S)-(4-chlorophenyl)(3-oxoazetidin-1-yl)methyl]benzonitrile in 50 mL of THF was added and the mixture was stirred for 2.5 h at −78° C. Then 8.35 g (68.33 mmol) of DMAP, 14.65 mL (84.09 mmol) of DEA, and 8.72 mL (110.38 mmol) of me... Reactants: BrC1=NC=C(C=N1)Br (2,5-dibromopyrimidine), C(CCC)OC1=NC=C(C=C1)B(O)O (2-butoxypyridine-5-boronic acid), C([O-])([O-])=O.[Na+].[Na+] (sodium carbonate). Reagents/catalysts: C=1C=CC(=CC1)[P](C=2C=CC=CC2)(C=3C=CC=CC3)[Pd]([P](C=4C=CC=CC4)(C=5C=CC=CC5)C=6C=CC=CC6)([P](C=7C=CC=CC7)(C=8C=CC=CC8)C=9C=CC=CC9)[P](C=1C=CC=CC1)(C=1C=CC=CC1)C=1C=CC=CC1 (tetrakis(triphenylphosphine)palladium(0)). The solvent is C1(=CC=CC=C1)C (toluene), C(C)O (ethanol), O (water). The product is BrC=1C=NC(=NC1)C=1C=NC(=CC1)OCCCC (5-bromo-2-(6-butoxypyridin-3-yl)pyrimidine). Isolated yield 36.9%. RXN SMILES: Br[C:2]1[N:7]=[CH:6][C:5]([Br:8])=[CH:4][N:3]=1.[CH2:9]([O:13][C:14]1[CH:19]=[CH:18][C:17](B(O)O)=[CH:16][N:15]=1)[CH2:10][CH2:11][CH3:12].C(=O)([O-])[O-].[Na+].[Na+]>C1(C)C=CC=CC=1.C(O)C.O.C1C=CC([P]([Pd]([P](C2C=CC=CC=2)(C2C=CC=CC=2)C2C=CC=CC=2)([P](C2C=CC=CC=2)(C2C=CC=CC=2)C2C=CC=CC=2)[P](C2C=CC=CC=2)(C2C=CC=CC=2)C2C=CC=CC=2)(C2C=CC=CC=2)C2C=CC=CC=2)=CC=1>[Br:8][C:5]1[CH:4]=[N:3][C:2]([C:17]2[CH:16]=[N:15][C:14]([O:13][CH2:9][CH2:10][CH2:11][CH3:12])=[CH:19][CH:18]=2)=[N:7][CH:6]=1 |f:2.3.4,^1:43,45,64,83|. Reported procedure: A reaction of 109 mmol of 2,5-dibromopyrimidine, 109 mmol of 2-butoxypyridine-5-boronic acid, 218 mmol of sodium carbonate and 1.1 mmol of tetrakis(triphenylphosphine)palladium(0) in 200 ml of toluene, 100 ml of ethanol and 100 ml of water is carried out analogously to the procedure indicated for precursor 3. Corresponding purification gives 12.4 g (37%) of a colorless solid, m.p. 134-138° C. The reactants are C(C)OC(CC(=O)OCC)=O (malonic acid diethyl ester), [Na] (sodium), C(C(C)C)I (isobutyl iodide). Solvent: alcohol. Run at time 30 minute. Product: C(C)OC(C(C(=O)OCC)CC(C)C)=O (isobutylmalonic acid diethyl ester). As a reaction SMILES: [Na].[CH2:2]([O:4][C:5](=[O:12])[CH2:6][C:7]([O:9][CH2:10][CH3:11])=[O:8])[CH3:3].[CH2:13](I)[CH:14]([CH3:16])[CH3:15]>>[CH2:2]([O:4][C:5](=[O:12])[CH:6]([CH2:13][CH:14]([CH3:16])[CH3:15])[C:7]([O:9][CH2:10][CH3:11])=[O:8])[CH3:3] |^1:0|. Procedure details: A solution of 23 g of sodium in 1500 ml of anhydrous alcohol was treated, with stirring, with 160.16 g of malonic acid diethyl ester. After stirring for 30 minutes, 184.03 g of isobutyl iodide were added dropwise to the solution. The mixture was then stirred for and additional further 15 hours at 20° and subsequently evaporated under reduced pressure. The residue was stirred with diethyl ether, filtered off from the solid material and evaporated under reduced pressure. The brown oil remaining as...